This data is from the Open Reaction Database (ORD), a public repository of structured organic reaction records. The task is: describe an organic reaction: reactants, conditions, products, and yield Starting materials: [Al+3], CCOCC, Cl, [H-], [H-], [H-], [H-], [Li+], O, CCOC(=O)CCCc1ccc(OCc2coc(C=Cc3ccccc3)n2)cc1. Product: OCCCCc1ccc(OCc2coc(C=Cc3ccccc3)n2)cc1. RXN SMILES: [Al+3:2].[CH3:38][CH2:39][O:40][CH2:41][CH3:42].[ClH:37].[H-:1].[H-:4].[H-:5].[H-:6].[Li+:3].[OH2:36].[c:7]1([CH:13]=[CH:14][c:15]2[o:16][cH:17][c:18]([CH2:20][O:21][c:22]3[cH:23][cH:24][c:25]([CH2:28][CH2:29][CH2:30][C:31](=[O:32])[O:33][CH2:34][CH3:35])[cH:26][cH:27]3)[n:19]2)[cH:8][cH:9][cH:10][cH:11][cH:12]1>>[c:7]1([CH:13]=[CH:14][c:15]2[o:16][cH:17][c:18]([CH2:20][O:21][c:22]3[cH:23][cH:24][c:25]([CH2:28][CH2:29][CH2:30][CH2:31][OH:32])[cH:26][cH:27]3)[n:19]2)[cH:8][cH:9][cH:10][cH:11][cH:12]1.